This data is from the Open Reaction Database (ORD), a public repository of structured organic reaction records. The task is: describe an organic reaction: reactants, conditions, products, and yield Starting materials: NC1=C(C=CC=C1)C=1NC(=C(N1)C)C=1C=NC=CC1 (2-(2-aminophenyl)-4-methyl-5-(3-pyridyl)imidazole), C(C)(=O)OC(C)=O (acetic anhydride). Run in C(C)(=O)O (acetic acid). Yields the product C(C)(=O)NC1=C(C=CC=C1)C=1NC(=C(N1)C)C=1C=NC=CC1 (2-(2-acetamidophenyl)-4-methyl-5-(3-pyridyl)imidazole). As a reaction SMILES: [NH2:1][C:2]1[CH:7]=[CH:6][CH:5]=[CH:4][C:3]=1[C:8]1[NH:9][C:10]([C:14]2[CH:15]=[N:16][CH:17]=[CH:18][CH:19]=2)=[C:11]([CH3:13])[N:12]=1.[C:20](OC(=O)C)(=[O:22])[CH3:21]>C(O)(=O)C>[C:20]([NH:1][C:2]1[CH:7]=[CH:6][CH:5]=[CH:4][C:3]=1[C:8]1[NH:9][C:10]([C:14]2[CH:15]=[N:16][CH:17]=[CH:18][CH:19]=2)=[C:11]([CH3:13])[N:12]=1)(=[O:22])[CH3:21]. Procedure details: A solution of 2-(2-aminophenyl)-4-methyl-5-(3-pyridyl)imidazole (0.5 g) and acetic anhydride (0.38 ml) in acetic acid (5 ml) was stirred at ambient temperature for 1.5 hours. The resulting precipitate was collected by filtration, and recrystallized from ethanol to give 2-(2-acetamidophenyl)-4-methyl-5-(3-pyridyl)imidazole (0.55 g).